This data is from the Open Reaction Database (ORD), a public repository of structured organic reaction records. The task is: describe an organic reaction: reactants, conditions, products, and yield Reactants: C1(=CC(=CC=C1)CCl)CCl (m-xylylene dichloride), CO (methanol), CO (methanol), C[O-].[Na+] (sodium methoxide). Run at temperature 60 celsius. The product is COCC1=CC(=CC=C1)COC (m-xylylene glycol dimethyl ether). Reaction SMILES: [C:1]1([CH2:9]Cl)[CH:6]=[CH:5][CH:4]=[C:3]([CH2:7]Cl)[CH:2]=1.[CH3:11][O-:12].[Na+].[CH3:14][OH:15]>>[CH3:11][O:12][CH2:9][C:1]1[CH:6]=[CH:5][CH:4]=[C:3]([CH2:7][O:15][CH3:14])[CH:2]=1 |f:1.2|. Procedure: To a solution of m-xylylene dichloride (25.0 g) in methanol (125 ml) was added a 28% methanol solution (82.6 g) containing sodium methoxide at room temperature, and the mixture was stirred with heating at 60° C. for 3 hr. The solvent was evaporated and water (150 ml) was added to the residue. The mixture was extracted twice with heptane (80 ml) and heptane was evaporated under reduced pressure to give m-xylylene glycol dimethyl ether (25.3 g). m-Xylylene glycol dimethyl ether (25.3 g) was dissol... The reactants are C(C)(C)O (isopropanol), C(CCC)C=1C(OC2=C(C1C)C=C(C(=C2)OC)OCCCCl)=O (3-butyl-6-(3-chloropropoxy)-7-methoxy-4-methyl-2H-1-benzopyran-2-one), C(\C=C\C(=O)[O-])(=O)[O-] (Fumarate), C1(=CC=CC=C1)N1CCNCC1 (1-phenylpiperazine). Solvent: CC(C)(C)OC (TBME), O (water), CC(=O)C (acetone). Product: C(CCC)C=1C(OC2=C(C1C)C=C(C(=C2)OC)OCCCN2CCN(CC2)C2=CC=CC=C2)=O (3-butyl-7-methoxy-4-methyl-6-[3-(4-phenyl-1-piperazinyl)propoxy]-2H-1-benzopyran-2-one). Isolated yield 72.0%. As a reaction SMILES: [CH2:1]([C:5]1[C:6](=[O:23])[O:7][C:8]2[CH:15]=[C:14]([O:16][CH3:17])[C:13]([O:18][CH2:19][CH2:20][CH2:21]Cl)=[CH:12][C:9]=2[C:10]=1[CH3:11])[CH2:2][CH2:3][CH3:4].[C:24]1([N:30]2[CH2:35][CH2:34][NH:33][CH2:32][CH2:31]2)[CH:29]=[CH:28][CH:27]=[CH:26][CH:25]=1.C(O)(C)C.C([O-])(=O)/C=C/C([O-])=O>O.CC(C)=O.CC(OC)(C)C>[CH2:1]([C:5]1[C:6](=[O:23])[O:7][C:8]2[CH:15]=[C:14]([O:16][CH3:17])[C:13]([O:18][CH2:19][CH2:20][CH2:21][N:33]3[CH2:34][CH2:35][N:30]([C:24]4[CH:29]=[CH:28][CH:27]=[CH:26][CH:25]=4)[CH2:31][CH2:32]3)=[CH:12][C:9]=2[C:10]=1[CH3:11])[CH2:2][CH2:3][CH3:4]. Procedure details: Method B (60 h at 50° C.); starting materials: 3-butyl-6-(3-chloropropoxy)-7-methoxy-4-methyl-2H-1-benzopyran-2-one (example 77) and 1-phenylpiperazine; yield 72%; fusion point 130°-131° C. (from isopropanol and TBME). Fumarate: method E; yield 57%; fusion point 205°-208° C. (from acetone and water).